Dataset: the Open Reaction Database (ORD), a public repository of structured organic reaction records. Task: describe an organic reaction: reactants, conditions, products, and yield Reported procedure: Starting from 3-chloro-4-pyridine carbonitrile, by reaction with 4-chlorobenzyl alcohol in the presence of sodium hydride in dimethylformamide, 3-(4-chlorobenzyloxy)-4-pyridine carbonitrile is obtained, which is reacted with butyllithium in diethyl ether to 3-(4-chlorobenzyloxy)-4-valeryl pyridine. The keto group of this 4-valeryl derivative is reduced with sodium boron hydride to the hydroxyl group; 1-[3-(4-chlorobenzyloxy)-4-pyridyl]-1-pentanol is obtained. The hydroxyl group of the pentanol d... The product is ClC1=CC=C(COC=2C=NC=CC2C(CCCC)O)C=C1 (1-[3-(4-chlorobenzyloxy)-4-pyridyl]-1-pentanol). RXN SMILES: ClC1C=NC=CC=1C#N.ClC1C=CC(CO)=CC=1.[H-].[Na+].C([Li])CCC.[Cl:26][C:27]1[CH:46]=[CH:45][C:30]([CH2:31][O:32][C:33]2[CH:34]=[N:35][CH:36]=[CH:37][C:38]=2[C:39](=[O:44])[CH2:40][CH2:41][CH2:42][CH3:43])=[CH:29][CH:28]=1.B.[Na]>CN(C)C=O.ClC1C=CC(COC2C=NC=CC=2C#N)=CC=1.C(OCC)C>[Cl:26][C:27]1[CH:46]=[CH:45][C:30]([CH2:31][O:32][C:33]2[CH:34]=[N:35][CH:36]=[CH:37][C:38]=2[CH:39]([OH:44])[CH2:40][CH2:41][CH2:42][CH3:43])=[CH:29][CH:28]=1 |f:2.3,6.7,^1:47|. Run in CN(C=O)C (dimethylformamide), ClC1=CC=C(COC=2C=NC=CC2C#N)C=C1 (3-(4-chlorobenzyloxy)-4-pyridine carbonitrile), C(C)OCC (diethyl ether). Starting materials: 4-valeryl, B.[Na] (sodium boron hydride), ClC=1C=NC=CC1C#N (3-chloro-4-pyridine carbonitrile), ClC1=CC=C(CO)C=C1 (4-chlorobenzyl alcohol), [H-].[Na+] (sodium hydride), C(CCC)[Li] (butyllithium), ClC1=CC=C(COC=2C=NC=CC2C(CCCC)=O)C=C1 (3-(4-chlorobenzyloxy)-4-valeryl pyridine). Reactants: CS(=O)(=O)C1=CC=C(OC2=CC3=C(NC(=N3)C3=NC=CC=C3)C=C2C2NCCC2)C=C1 (5-(4-methanesulfonyl-phenoxy)-2-pyridin-2-yl-6-pyrrolidin-2-yl-1H-benzimidazole), C(C)(C)(C)OC(=O)NCC(=O)O (N-t-butoxycarbonyl-glycine). Yields the product CS(=O)(=O)C1=CC=C(OC=2C(=CC3=C(N=C(N3)C3=NC=CC=C3)C2)C2N(CCC2)C(CNS(=O)(=O)C)=O)C=C1 (N-(2-(2-(6-(4-Methanesulfonyl-phenoxy)-2-pyridin-2-yl-3H-benzimidazol-5-yl)-pyrrolidin-1-yl)-2-oxo-ethyl)-methanesulfonamide). Procedure details: The entitled compound was obtained in the same method as in Example 171 and 178 or in accordance with the method or by combining it with an ordinary method but using 5-(4-methanesulfonyl-phenoxy)-2-pyridin-2-yl-6-pyrrolidin-2-yl-1H-benzimidazole obtained in Example 162 (step 7) and N-t-butoxycarbonyl-glycine. Reaction SMILES: [CH3:1][S:2]([C:5]1[CH:31]=[CH:30][C:8]([O:9][C:10]2[C:24]([CH:25]3[CH2:29][CH2:28][CH2:27][NH:26]3)=[CH:23][C:13]3[NH:14][C:15]([C:17]4[CH:22]=[CH:21][CH:20]=[CH:19][N:18]=4)=[N:16][C:12]=3[CH:11]=2)=[CH:7][CH:6]=1)(=[O:4])=[O:3].C(OC([NH:39][CH2:40][C:41]([OH:43])=O)=O)(C)(C)C>>[CH3:1][S:2]([C:5]1[CH:6]=[CH:7][C:8]([O:9][C:10]2[C:24]([CH:25]3[CH2:29][CH2:28][CH2:27][N:26]3[C:41](=[O:43])[CH2:40][NH:39][S:2]([CH3:1])(=[O:4])=[O:3])=[CH:23][C:13]3[NH:14][C:15]([C:17]4[CH:22]=[CH:21][CH:20]=[CH:19][N:18]=4)=[N:16][C:12]=3[CH:11]=2)=[CH:30][CH:31]=1)(=[O:3])=[O:4].